This data is from the Open Reaction Database (ORD), a public repository of structured organic reaction records. The task is: describe an organic reaction: reactants, conditions, products, and yield Starting materials: CC(C)(C)OC(=O)NCC(=O)O, ClCCCl, C1CCOC1, NC(C(=O)Nc1ccc2[nH]ncc2c1)c1cccc(Cl)c1, On1nnc2ccccc21. Yields the product CC(C)(C)OC(=O)NCC(=O)NC(C(=O)Nc1ccc2[nH]ncc2c1)c1cccc(Cl)c1. RXN SMILES: [C:22]([CH3:23])([CH3:24])([CH3:25])[O:26][C:27](=[O:28])[NH:29][CH2:30][C:31](=[O:32])[OH:33].[CH2:44]([Cl:45])[CH2:46][Cl:47].[CH2:48]1[O:49][CH2:50][CH2:51][CH2:52]1.[NH2:1][CH:2]([C:3](=[O:4])[NH:5][c:6]1[cH:7][c:8]2[cH:9][n:10][nH:11][c:12]2[cH:13][cH:14]1)[c:15]1[cH:16][c:17]([Cl:21])[cH:18][cH:19][cH:20]1.[OH:34][n:35]1[c:36]2[c:37]([cH:38][cH:39][cH:40][cH:41]2)[n:42][n:43]1>>[NH:1]([CH:2]([C:3](=[O:4])[NH:5][c:6]1[cH:7][c:8]2[cH:9][n:10][nH:11][c:12]2[cH:13][cH:14]1)[c:15]1[cH:16][c:17]([Cl:21])[cH:18][cH:19][cH:20]1)[C:31]([CH2:30][NH:29][C:27]([O:26][C:22]([CH3:23])([CH3:24])[CH3:25])=[O:28])=[O:32]. The reactants are C(C)(C)NC=1OCC(C1C(=O)OCC)=O (ethyl 2-(isopropylamino)-4-oxo-4,5-dihydrofuran-3-carboxylate), N1C=C(C2=CC=CN=C12)C=O (7-azaindole-3-carboxaldehyde), N1[C@H](C(=O)O)CCC1 (L-proline). The solvent is C(C)O (ethanol). Yields the product N1C=C(C=2C1=NC=CC2)C=C2C(C(=C(O2)NC(C)C)C(=O)OCC)=O (Ethyl 5-[(1H-pyrrolo[2,3-b]pyridin-3-yl)methylene]-2-(isopropylamino)-4-oxo-4,5-dihydrofuran-3-carboxylate). The yield is 57.3%. Reaction SMILES: [CH:1]([NH:4][C:5]1[O:6][CH2:7][C:8](=[O:15])[C:9]=1[C:10]([O:12][CH2:13][CH3:14])=[O:11])([CH3:3])[CH3:2].[NH:16]1[C:24]2[C:19](=[CH:20][CH:21]=[CH:22][N:23]=2)[C:18]([CH:25]=O)=[CH:17]1.N1CCC[C@H]1C(O)=O>C(O)C>[NH:16]1[C:24]2=[N:23][CH:22]=[CH:21][CH:20]=[C:19]2[C:18]([CH:25]=[C:7]2[O:6][C:5]([NH:4][CH:1]([CH3:3])[CH3:2])=[C:9]([C:10]([O:12][CH2:13][CH3:14])=[O:11])[C:8]2=[O:15])=[CH:17]1. Procedure details: To a solution of ethyl 2-(isopropylamino)-4-oxo-4,5-dihydrofuran-3-carboxylate (0.50 g, 2.3 mmol) which similarly prepared according to the procedure described in the Example 4, First step and 7-azaindole-3-carboxaldehyde (0.34 g, 2.3 mmol) in ethanol (15 mL), L-proline (0.027 g, 0.23 mmol) was added at ambient temperature. The mixture was refluxed for 16 h. Cooled to ambient temperature, the precipitate was collected by filtration, washed with ethanol then dried to afford the titled compound as... Starting materials: C(C)(C)(C)OC(NC1=C(C=C(C=C1)C#CC1=CC=C(C=C1)F)[N+](=O)[O-])=O ([4-(4-Fluoro-phenylethynyl)-2-nitro-phenyl]-carbamic acid tert.-butyl ester), O.O.Cl[Sn]Cl (SnCl2.2H2O). The product is C(C)(C)(C)OC(NC1=C(C=C(C=C1)C#CC1=CC=C(C=C1)F)N)=O ([2-Amino-4-(4-fluoro-phenylethynyl)-phenyl]-carbamic acid tert.-butyl ester). The yield is 77.2%. As a reaction SMILES: [C:1]([O:5][C:6](=[O:26])[NH:7][C:8]1[CH:13]=[CH:12][C:11]([C:14]#[C:15][C:16]2[CH:21]=[CH:20][C:19]([F:22])=[CH:18][CH:17]=2)=[CH:10][C:9]=1[N+:23]([O-])=O)([CH3:4])([CH3:3])[CH3:2].O.O.Cl[Sn]Cl>>[C:1]([O:5][C:6](=[O:26])[NH:7][C:8]1[CH:13]=[CH:12][C:11]([C:14]#[C:15][C:16]2[CH:17]=[CH:18][C:19]([F:22])=[CH:20][CH:21]=2)=[CH:10][C:9]=1[NH2:23])([CH3:4])([CH3:2])[CH3:3] |f:1.2.3|. Reported procedure: Prepared from [4-(4-fluoro-phenylethynyl)-2-nitro-phenyl]-carbamic acid tert.-butyl ester (Example F9) (10.0 g, 28.1 mmol) by reduction with SnCl2.2H2O (31.7 g, 140.5 mmol) according to the general procedure G (method b). Obtained as a yellow solid (7.08 g).